From a dataset of the Open Reaction Database (ORD), a public repository of structured organic reaction records. describe an organic reaction: reactants, conditions, products, and yield The reactants are D,L-2-aza-2'-hydroxy, CCCCCCCCCCC (undecane), Br (hydrobromic acid). Run in C(C)(=O)O (acetic acid). Product: D,L-2-aza-2'-hydroxy, Br.CCCCCCCCCCC (undecane hydrobromide). RXN SMILES: [CH3:1][CH2:2][CH2:3][CH2:4][CH2:5][CH2:6][CH2:7][CH2:8][CH2:9][CH2:10][CH3:11].[BrH:12]>C(O)(=O)C>[BrH:12].[CH3:11][CH2:10][CH2:9][CH2:8][CH2:7][CH2:6][CH2:5][CH2:4][CH2:3][CH2:2][CH3:1] |f:3.4|. Procedure: D,L-2-aza-2'-hydroxy-5,6-benzotricyclo[6.3.01,8.04,11 ] undecane (2.68 g; 11.7 mmoles) is refluxed under argon in a mixture of acetic acid (67 ml) and 47% hydrobromic acid (677 ml) for 30 hours. The mixture is evaporated to dryness. The residue is dissolved in hot methanol and evaporated onto 15 g silica gel which is then placed on top of 80 g silica gel. Elution with chloroform:methanol:ammonium hydroxide (100:15:1 v:v:v) yields D,L-2-aza-2'-hydroxy-5,6-benzotricyclo[6.3.01,8.04,11 ] undecane h...